This data is from the Open Reaction Database (ORD), a public repository of structured organic reaction records. The task is: describe an organic reaction: reactants, conditions, products, and yield Starting materials: O1COC2=C1C=CC(=C2)OCCCOC2=CC=C(C=C2)C2C(CN(CC2)C(=O)OC(C)(C)C)O (tert-butyl 4-{4-[3-(benzo[1,3]dioxol-5-yloxy)propoxy]phenyl}-3-hydroxypiperidine-1-carboxylate), ClCC=1C=CC2=C(N(C(CO2)=O)CCCOC)C1 (6-chloromethyl-4-(3-methoxypropyl)-4H-benzo[1,4]oxazin-3-one). The product is O1COC2=C1C=CC(=C2)OCCCOC2=CC=C(C=C2)C2C(CN(CC2)C(=O)OC(C)(C)C)OCC=2C=CC1=C(N(C(CO1)=O)CCCOC)C2 (tert-Butyl 4-{4-[3-(benzo[1,3]dioxol-5-yloxy)propoxy]phenyl}-3-[4-(3-methoxypropyl)-3-oxo-3,4-dihydro-2H-benzo[1,4]oxazin-6-ylmethoxy]piperidine-1-carboxylate). Reaction SMILES: [O:1]1[C:5]2[CH:6]=[CH:7][C:8]([O:10][CH2:11][CH2:12][CH2:13][O:14][C:15]3[CH:20]=[CH:19][C:18]([CH:21]4[CH2:26][CH2:25][N:24]([C:27]([O:29][C:30]([CH3:33])([CH3:32])[CH3:31])=[O:28])[CH2:23][CH:22]4[OH:34])=[CH:17][CH:16]=3)=[CH:9][C:4]=2[O:3][CH2:2]1.Cl[CH2:36][C:37]1[CH:38]=[CH:39][C:40]2[O:45][CH2:44][C:43](=[O:46])[N:42]([CH2:47][CH2:48][CH2:49][O:50][CH3:51])[C:41]=2[CH:52]=1>>[O:1]1[C:5]2[CH:6]=[CH:7][C:8]([O:10][CH2:11][CH2:12][CH2:13][O:14][C:15]3[CH:16]=[CH:17][C:18]([CH:21]4[CH2:26][CH2:25][N:24]([C:27]([O:29][C:30]([CH3:31])([CH3:33])[CH3:32])=[O:28])[CH2:23][CH:22]4[O:34][CH2:36][C:37]4[CH:38]=[CH:39][C:40]5[O:45][CH2:44][C:43](=[O:46])[N:42]([CH2:47][CH2:48][CH2:49][O:50][CH3:51])[C:41]=5[CH:52]=4)=[CH:19][CH:20]=3)=[CH:9][C:4]=2[O:3][CH2:2]1. Procedure: Analogously to Method D, 0.600 g of tert-butyl 4-{4-[3-(benzo[1,3]dioxol-5-yloxy)propoxy]phenyl}-3-hydroxypiperidine-1-carboxylate and 0.385 g of 6-chloromethyl-4-(3-methoxypropyl)-4H-benzo[1,4]oxazin-3-one (Example 2a) are reacted. The title compound is obtained as a colourless oil. Rf=0.13 (1:2 EtOAc-heptane); Rt=5.68.